This data is from the Open Reaction Database (ORD), a public repository of structured organic reaction records. The task is: describe an organic reaction: reactants, conditions, products, and yield Starting materials: C(C)OC(=O)C1=C(NC=2C1=NC=CC2Cl)C (Ethyl-7-chloro-2-methyl-1H-pyrrolo[3,2-b]pyridine-3-carboxylate), C1(CC1)COC1=C(C=C(C(=C1)F)OC)B1OC(C(O1)(C)C)(C)C (2-(2-Cyclopropylmethoxy-4-fluoro-5-methoxy-phenyl)-4,4,5,5-tetramethyl-[1,3,2]dioxaborolane). Yields the product C1(CC1)COC1=C(C=C(C(=C1)F)OC)C1=C2C(=NC=C1)C(=C(N2)C)C(=O)OCC (Ethyl 7-[2-(cyclopropylmethoxy)-4-fluoro-5-methoxyphenyl]-2-methyl-1H-pyrrolo[3,2-b]pyridine-3-carboxylate). As a reaction SMILES: [CH2:1]([O:3][C:4]([C:6]1[C:10]2=[N:11][CH:12]=[CH:13][C:14](Cl)=[C:9]2[NH:8][C:7]=1[CH3:16])=[O:5])[CH3:2].[CH:17]1([CH2:20][O:21][C:22]2[CH:27]=[C:26]([F:28])[C:25]([O:29][CH3:30])=[CH:24][C:23]=2B2OC(C)(C)C(C)(C)O2)[CH2:19][CH2:18]1>>[CH:17]1([CH2:20][O:21][C:22]2[CH:27]=[C:26]([F:28])[C:25]([O:29][CH3:30])=[CH:24][C:23]=2[C:14]2[CH:13]=[CH:12][N:11]=[C:10]3[C:6]([C:4]([O:3][CH2:1][CH3:2])=[O:5])=[C:7]([CH3:16])[NH:8][C:9]=23)[CH2:18][CH2:19]1. Procedure: Starting from ethyl-7-chloro-2-methyl-1H-pyrrolo[3,2-b]pyridine-3-carboxylate (example A3) and 2-(2-Cyclopropylmethoxy-4-fluoro-5-methoxy-phenyl)-4,4,5,5-tetramethyl-[1,3,2]dioxaborolane (example B.c2) the title compound is obtained as off-white solid. The reactants are TEA, NCC(=O)OCC (ethyl 2-amino-acetate), C(C1=CC=CC=C1)(=O)Cl (benzoyl chloride). Solvent: C(Cl)Cl (CH2Cl2), C(Cl)Cl (CH2Cl2). Yields the product C(C)OC(CNC(C1=CC=CC=C1)=O)=O (benzoylaminoacetic acid ethyl ester). Isolated yield 83.6%. Reaction SMILES: [NH2:1][CH2:2][C:3]([O:5][CH2:6][CH3:7])=[O:4].[C:8](Cl)(=[O:15])[C:9]1[CH:14]=[CH:13][CH:12]=[CH:11][CH:10]=1>C(Cl)Cl>[CH2:6]([O:5][C:3](=[O:4])[CH2:2][NH:1][C:8](=[O:15])[C:9]1[CH:14]=[CH:13][CH:12]=[CH:11][CH:10]=1)[CH3:7]. Procedure details: To a suspension of ethyl 2-amino-acetate (1.0 g, 7.16 mmol) in anhydrous CH2Cl2 (5 ml) was added TEA (1.82 g, 17.96 mmol). The reaction mixture was cooled in an ice bath, and a solution of benzoyl chloride (1.0 g, 7.17 mmol) in CH2Cl2 (2 ml) was added dropwise. After addition was completed, stirring was continued at RT for two more hours. The reaction mixture was washed with water, dried with MgSO4, filtered, and concentrated. Column chromatography (silica, 30% EtOAc in hexanes) gave benzoylamin... Reactants: [Al+3], CCOCC, CCOC(=O)c1ccc(C)nc1, [H-], [H-], [H-], [H-], [Li+], O. Product: Cc1ccc(CO)cn1. Reaction SMILES: [Al+3:2].[CH3:20][CH2:21][O:22][CH2:23][CH3:24].[CH3:7][c:8]1[n:9][cH:10][c:11]([C:12](=[O:13])[O:14][CH2:15][CH3:16])[cH:17][cH:18]1.[H-:1].[H-:4].[H-:5].[H-:6].[Li+:3].[OH2:19]>>[CH3:7][c:8]1[n:9][cH:10][c:11]([CH2:12][OH:13])[cH:17][cH:18]1. Procedure details: A solution of 0.16 g of (E)-2′-[3-(diethylamino)propylsulphonyl]-2(R)-[1(S)-[(tetrahydro-2(RS)-pyranyloxy)carbamoyl]-4-phenyl-3-butenyl]-2′-isobutyl-4-methylvalerohydrazide in 4 ml of methanol was treated with 0.057 g of p-toluenesulphonic acid monohydrate. The mixture was stirred for 2 hours at room temperature and evaporated. Trituration of the residue with diethyl ether gave 0.125 g of (E)-2′-[3-(diethylamino)propylsulphonyl]-2(R)-[1(S)-(hydroxycarbamoyl)-4-phenyl-3-butenyl]-2′-isobutyl-4-met... The yield is 68.6%. The product is C1(=CC=C(C=C1)S(=O)(=O)O)C.C(C)N(CCCS(=O)(=O)N(NC([C@H](CC(C)C)[C@H](C\C=C\C1=CC=CC=C1)C(NO)=O)=O)CC(C)C)CC ((E)-2′-[3-(diethylamino)propylsulphonyl]-2(R)-[1(S)-(hydroxycarbamoyl)-4-phenyl-3-butenyl]-2′-isobutyl-4-methylvalerohydrazide p-toluenesulphonate). The solvent is CO (methanol). Reaction SMILES: [CH2:1]([N:3]([CH2:43][CH3:44])[CH2:4][CH2:5][CH2:6][S:7]([N:10]([CH2:39][CH:40]([CH3:42])[CH3:41])[NH:11][C:12](=[O:38])[C@@H:13]([C@@H:18]([C:28](=[O:37])[NH:29][O:30]C1CCCCO1)[CH2:19]/[CH:20]=[CH:21]/[C:22]1[CH:27]=[CH:26][CH:25]=[CH:24][CH:23]=1)[CH2:14][CH:15]([CH3:17])[CH3:16])(=[O:9])=[O:8])[CH3:2].O.[C:46]1([CH3:56])[CH:51]=[CH:50][C:49]([S:52]([OH:55])(=[O:54])=[O:53])=[CH:48][CH:47]=1>CO>[C:46]1([CH3:56])[CH:47]=[CH:48][C:49]([S:52]([OH:55])(=[O:53])=[O:54])=[CH:50][CH:51]=1.[CH2:43]([N:3]([CH2:1][CH3:2])[CH2:4][CH2:5][CH2:6][S:7]([N:10]([CH2:39][CH:40]([CH3:42])[CH3:41])[NH:11][C:12](=[O:38])[C@@H:13]([C@@H:18]([C:28](=[O:37])[NH:29][OH:30])[CH2:19]/[CH:20]=[CH:21]/[C:22]1[CH:23]=[CH:24][CH:25]=[CH:26][CH:27]=1)[CH2:14][CH:15]([CH3:17])[CH3:16])(=[O:9])=[O:8])[CH3:44] |f:1.2,4.5|. Reaction conditions: time 2 hour. The reactants are C(C)N(CCCS(=O)(=O)N(NC([C@H](CC(C)C)[C@H](C\C=C\C1=CC=CC=C1)C(NOC1OCCCC1)=O)=O)CC(C)C)CC ((E)-2′-[3-(diethylamino)propylsulphonyl]-2(R)-[1(S)-[(tetrahydro-2(RS)-pyranyloxy)carbamoyl]-4-phenyl-3-butenyl]-2′-isobutyl-4-methylvalerohydrazide), O.C1(=CC=C(C=C1)S(=O)(=O)O)C (p-toluenesulphonic acid monohydrate). The reactants are C=CC(=O)OC, ClCCl, NC1(c2ccc(-c3nc4ccc(C5(c6ccccc6)CC5)nc4s3)c(F)c2)CC1. The product is COC(=O)CCNC1(c2ccc(-c3nc4ccc(C5(c6ccccc6)CC5)nc4s3)c(F)c2)CC1. Reaction SMILES: [C:30]([CH:31]=[CH2:32])(=[O:33])[O:34][CH3:35].[Cl:36][CH2:37][Cl:38].[F:1][c:2]1[cH:3][c:4]([C:26]2([NH2:29])[CH2:27][CH2:28]2)[cH:5][cH:6][c:7]1-[c:8]1[s:9][c:10]2[n:11][c:12]([C:17]3([c:20]4[cH:21][cH:22][cH:23][cH:24][cH:25]4)[CH2:18][CH2:19]3)[cH:13][cH:14][c:15]2[n:16]1>>[F:1][c:2]1[cH:3][c:4]([C:26]2([NH:29][CH2:32][CH2:31][C:30](=[O:33])[O:34][CH3:35])[CH2:27][CH2:28]2)[cH:5][cH:6][c:7]1-[c:8]1[s:9][c:10]2[n:11][c:12]([C:17]3([c:20]4[cH:21][cH:22][cH:23][cH:24][cH:25]4)[CH2:18][CH2:19]3)[cH:13][cH:14][c:15]2[n:16]1. Reactants: C1(=CC=CC=C1)C(C(=O)O)(CC)C1=CC=CC=C1 (2,2-diphenylbutanoic acid), NCCCN1CCC(CC1)C=1C=C(C=CC1)NC(CC)=O (N-{3-[1-(3-aminopropyl)-4-piperidinyl]phenyl}propanamide). Product: C1(=CC=CC=C1)C(C(=O)NCCCN1CCC(CC1)C1=CC(=CC=C1)NC(CC)=O)(CC)C1=CC=CC=C1 (2,2-DIPHENYL-N-(3-{4-[3-(PROPIONYLAMINO)PHENYL]-1-PIPERIDINYL}PROPYL) BUTANAMIDE). As a reaction SMILES: [C:1]1([C:7]([C:13]2[CH:18]=[CH:17][CH:16]=[CH:15][CH:14]=2)([CH2:11][CH3:12])[C:8](O)=[O:9])[CH:6]=[CH:5][CH:4]=[CH:3][CH:2]=1.[NH2:19][CH2:20][CH2:21][CH2:22][N:23]1[CH2:28][CH2:27][CH:26]([C:29]2[CH:30]=[C:31]([NH:35][C:36](=[O:39])[CH2:37][CH3:38])[CH:32]=[CH:33][CH:34]=2)[CH2:25][CH2:24]1>>[C:13]1([C:7]([C:1]2[CH:2]=[CH:3][CH:4]=[CH:5][CH:6]=2)([CH2:11][CH3:12])[C:8]([NH:19][CH2:20][CH2:21][CH2:22][N:23]2[CH2:28][CH2:27][CH:26]([C:29]3[CH:34]=[CH:33][CH:32]=[C:31]([NH:35][C:36](=[O:39])[CH2:37][CH3:38])[CH:30]=3)[CH2:25][CH2:24]2)=[O:9])[CH:14]=[CH:15][CH:16]=[CH:17][CH:18]=1. Reported procedure: Example 15 was prepared from 2,2-diphenylbutanoic acid and N-{3-[1-(3-aminopropyl)-4-piperidinyl]phenyl}propanamide according to the procedures described in Scheme 10: 1H NMR (400 MHz, CDCl3) δ 7.43–7.38 (m, 1H), 7.37–7.29 (m, 9H), 7.28–7.21 (m, 4H), 6.90 (d, 1H, J=8.2 Hz), 6.43 (t, 1H, J=4.1), 3.32 (q, 2H, J=6.5 Hz), 2.95–2.89 (m, 2H), 2.45 (q, 2H, J=7.9 Hz), 2.43–2.35 (m, 3H), 2.27 (t, 2H, J=6.5 Hz), 2.01–1.92 (m, 2H), 1.78–1.59 (m, 6H), 1.24 (t, 3H, J=7.9 Hz), 0.79 (t, 3H, J=6.5 Hz); ESMS m/e... Starting materials: C1CCOC1, Cc1ccccc1, CC(C)CC(CCl)C(=O)Cl, NCCCCCCCC(=O)O, [Na+], [OH-], O. Product: CC(C)CC(CCl)C(=O)NCCCCCCCC(=O)O. As a reaction SMILES: [CH2:32]1[O:33][CH2:34][CH2:35][CH2:36]1.[CH3:12][c:13]1[cH:14][cH:15][cH:16][cH:17][cH:18]1.[Cl:19][CH2:20][CH:21]([C:22](=[O:23])[Cl:24])[CH2:25][CH:26]([CH3:27])[CH3:28].[NH2:1][CH2:2][CH2:3][CH2:4][CH2:5][CH2:6][CH2:7][CH2:8][C:9](=[O:10])[OH:11].[Na+:31].[OH-:30].[OH2:29]>>[NH:1]([CH2:2][CH2:3][CH2:4][CH2:5][CH2:6][CH2:7][CH2:8][C:9](=[O:10])[OH:11])[C:22]([CH:21]([CH2:20][Cl:19])[CH2:25][CH:26]([CH3:27])[CH3:28])=[O:23].